From a dataset of the Open Reaction Database (ORD), a public repository of structured organic reaction records. describe an organic reaction: reactants, conditions, products, and yield The reactants are C(C)(C)(C)OC(NCC1=CC(=C(C(=C1)C=C)NS(=O)(=O)C)Cl)=O ((3-Chloro-4-methanesulfonylamino-5-vinylbenzyl)carbamic acid tert-butyl ester). The reagents and catalysts are C(=O)(C(F)(F)F)O (CF3COOH). The solvent is C(Cl)Cl (methylene chloride). Reaction conditions: time 12 hour. The product is NCC1=CC(=C(C(=C1)C=C)NS(=O)(=O)C)Cl (N-(4-Aminomethyl-2-chloro-6-vinylphenyl)methanesulfonamide). Yield: 142.3%. RXN SMILES: C(OC(=O)[NH:7][CH2:8][C:9]1[CH:14]=[C:13]([CH:15]=[CH2:16])[C:12]([NH:17][S:18]([CH3:21])(=[O:20])=[O:19])=[C:11]([Cl:22])[CH:10]=1)(C)(C)C>C(O)(C(F)(F)F)=O.C(Cl)Cl>[NH2:7][CH2:8][C:9]1[CH:14]=[C:13]([CH:15]=[CH2:16])[C:12]([NH:17][S:18]([CH3:21])(=[O:20])=[O:19])=[C:11]([Cl:22])[CH:10]=1. Procedure: (3-Chloro-4-methanesulfonylamino-5-vinylbenzyl)carbamic acid tert-butyl ester (30.7 mg, 0.09 mmol) and CF3COOH (5-6 drops) was added into methylene chloride. The reaction mixture was stirred for 12 hr. The reaction mixture was concentrated in vacuo to give a title compound (33.4 mg, 100%). The reactants are CO, O=C(O)CCOc1ccccc1, O=S(Cl)Cl. Product: COC(=O)CCOc1ccccc1. Reaction SMILES: [CH3:17][OH:18].[O:1]([c:2]1[cH:3][cH:4][cH:5][cH:6][cH:7]1)[CH2:8][CH2:9][C:10](=[O:11])[OH:12].[S:13]([Cl:14])([Cl:15])=[O:16]>>[O:1]([c:2]1[cH:3][cH:4][cH:5][cH:6][cH:7]1)[CH2:8][CH2:9][C:10](=[O:11])[O:12][CH3:17].